describe an organic reaction: reactants, conditions, products, and yield From a dataset of the Open Reaction Database (ORD), a public repository of structured organic reaction records. Starting materials: NC(=O)C(N)C(O)CCl, Cl, O. The product is NC(C(=O)O)C(O)CCl. As a reaction SMILES: [Cl:1][CH2:2][CH:3]([CH:4]([NH2:5])[C:6](=[O:7])[NH2:8])[OH:9].[ClH:10].[OH2:11]>>[Cl:1][CH2:2][CH:3]([CH:4]([NH2:5])[C:6](=[O:7])[OH:11])[OH:9]. Reactants: IC1=NNC2=CC=C(C=C12)C(=O)O (3-iodo-1H-indazole-5-carboxylic acid), CCN(C(C)C)C(C)C (DIPEA), C1(CC1)C(N)C=1SC=CN1 (cyclopropyl(thiazol-2-yl)methanamine), CN(C)C(=[N+](C)C)ON1C2=C(C=CC=C2)N=N1.[B-](F)(F)(F)F (TBTU). Solvent: O (H2O), CN(C)C=O (DMF). Conditions: temperature 0 celsius, time 1 hour. The product is C1(CC1)C(NC(=O)C=1C=C2C(=NNC2=CC1)I)C=1SC=CN1 (N-(Cyclopropyl(thiazol-2-yl)methyl)-3-iodo-1H-indazole-5-carboxamide). Yield: 52.2%. RXN SMILES: [I:1][C:2]1[C:10]2[C:5](=[CH:6][CH:7]=[C:8]([C:11]([OH:13])=O)[CH:9]=2)[NH:4][N:3]=1.[CH:14]1([CH:17]([C:19]2[S:20][CH:21]=[CH:22][N:23]=2)[NH2:18])[CH2:16][CH2:15]1.CN(C(ON1N=NC2C=CC=CC1=2)=[N+](C)C)C.[B-](F)(F)(F)F.CCN(C(C)C)C(C)C>O.CN(C=O)C>[CH:14]1([CH:17]([C:19]2[S:20][CH:21]=[CH:22][N:23]=2)[NH:18][C:11]([C:8]2[CH:9]=[C:10]3[C:5](=[CH:6][CH:7]=2)[NH:4][N:3]=[C:2]3[I:1])=[O:13])[CH2:16][CH2:15]1 |f:2.3|. Reported procedure: The title compound was synthesized according to General Method A utilizing 3-iodo-1H-indazole-5-carboxylic acid (255 mg, 0.88 mmol), cyclopropyl(thiazol-2-yl)methanamine (150 mg, 0.97 mmol), TBTU (310 mg, 0.97 mmol), DIPEA (0.31 mL, 1.8 mmol), and DMF (8 mL). The reaction was stirred at 0° C. for 1 h. The crude reaction was subsequently diluted with H2O. A filtration and washing (H2O) of the precipitate provided the desired product as a beige solid (195 mg, 52%). The product used without further... Starting materials: O (water), O1C2=C(C=C1)C=CC=C2NC(=S)NCCO (N-benzo[b]furan-7-yl-N'-2-hydroxyethylthiourea), C (charcoal). Run in Cl (hydrochloric acid). Yields the product S1C(=NCC1)NC1=CC=CC2=C1OC=C2 (7-(2-Thiazolin-2-yl)amino-benzo[b]furan). Reaction SMILES: [O:1]1[CH:5]=[CH:4][C:3]2[CH:6]=[CH:7][CH:8]=[C:9]([NH:10][C:11]([NH:13][CH2:14][CH2:15]O)=[S:12])[C:2]1=2.O.C>Cl>[S:12]1[CH2:15][CH2:14][N:13]=[C:11]1[NH:10][C:9]1[C:2]2[O:1][CH:5]=[CH:4][C:3]=2[CH:6]=[CH:7][CH:8]=1. Reported procedure: 3 g of N-benzo[b]furan-7-yl-N'-2-hydroxyethylthiourea in 12 ml of concentrated hydrochloric acid are heated for 10 minutes on a steam bath. The mixture is treated with 60 ml of water, treated with active charcoal and filtered. The colourless filtrate is made basic with conc. aqueous sodium hydroxide solution. The resultant precipitate is filtered off. After recrystallisation from methanol/ether, the title compound is obtained in free base form. M.Pt. 143°-145°. Starting materials: BrCc1ccccc1, O=C([O-])[O-], ClCCl, [Cs+], [Cs+], NS(=O)(=O)CCCC(=O)O, CN(C)C=O. The product is NS(=O)(=O)CCCC(=O)OCc1ccccc1. As a reaction SMILES: [Br:17][CH2:18][c:19]1[cH:20][cH:21][cH:22][cH:23][cH:24]1.[C:1](=[O:2])([O-:3])[O-:4].[Cl:30][CH2:31][Cl:32].[Cs+:5].[Cs+:6].[NH2:7][S:8](=[O:9])(=[O:10])[CH2:11][CH2:12][CH2:13][C:14](=[O:15])[OH:16].[O:25]=[CH:26][N:27]([CH3:28])[CH3:29]>>[NH2:7][S:8](=[O:9])(=[O:10])[CH2:11][CH2:12][CH2:13][C:14](=[O:15])[O:16][CH2:18][c:19]1[cH:20][cH:21][cH:22][cH:23][cH:24]1. Reactants: C(C)NCC1=C(C=CC(=C1)C(F)(F)F)C1=CC(=CC=C1OC)CC#N ((2′-ethylaminomethyl-6-methoxy-4′-trifluoromethyl-biphenyl-3-yl)-acetonitrile), C1(CC1)C(=O)Cl (cyclopropanecarbonyl chloride). Product: C(#N)CC=1C=CC(=C(C1)C1=C(C=C(C=C1)C(F)(F)F)CN(C(=O)C1CC1)CC)OC (Cyclopropanecarboxylic acid (5′-cyanomethyl-2′-methoxy-4-trifluoromethyl-biphenyl-2-ylmethyl)-ethyl-amide). As a reaction SMILES: [CH2:1]([NH:3][CH2:4][C:5]1[CH:10]=[C:9]([C:11]([F:14])([F:13])[F:12])[CH:8]=[CH:7][C:6]=1[C:15]1[C:20]([O:21][CH3:22])=[CH:19][CH:18]=[C:17]([CH2:23][C:24]#[N:25])[CH:16]=1)[CH3:2].[CH:26]1([C:29](Cl)=[O:30])[CH2:28][CH2:27]1>>[C:24]([CH2:23][C:17]1[CH:18]=[CH:19][C:20]([O:21][CH3:22])=[C:15]([C:6]2[CH:7]=[CH:8][C:9]([C:11]([F:12])([F:13])[F:14])=[CH:10][C:5]=2[CH2:4][N:3]([CH2:1][CH3:2])[C:29]([CH:26]2[CH2:28][CH2:27]2)=[O:30])[CH:16]=1)#[N:25]. Procedure: Prepared according to the procedure described in Example 1, Step 6, using the following starting materials: (2′-ethylaminomethyl-6-methoxy-4′-trifluoromethyl-biphenyl-3-yl)-acetonitrile and cyclopropanecarbonyl chloride. M+H is 417.